Dataset: the Open Reaction Database (ORD), a public repository of structured organic reaction records. Task: describe an organic reaction: reactants, conditions, products, and yield Reactants: C(Cl)C1CO1 (epichlorohydrin), ClCC(CS)O (3-chloro-2-hydroxy-propane-1-thiol). Yields the product ClCC(CSCC(CCl)O)O (bis(3-chloro-2-hydroxypropyl)sulfide). As a reaction SMILES: [CH2:1]([CH:3]1[O:5][CH2:4]1)[Cl:2].[Cl:6][CH2:7][CH:8]([OH:11])[CH2:9][SH:10]>>[Cl:6][CH2:7][CH:8]([OH:11])[CH2:9][S:10][CH2:4][CH:3]([OH:5])[CH2:1][Cl:2]. Reported procedure: Epichlorohydrin (5563 g, 60.12 mol) and methanol (2500 g) were put into a 10-liter reactor. The reaction temperature was adjusted to 6° C. When the reaction temperature reached 6° C., sodium hydroxide (50% aq., 5 g) was added to the mixture. NaSH.xH2O (70% NaSH, 3660 g, 45.75 mol), methanol (1000 g) and water (500 g) were completely dissolved with stirring in another 10-liter reactor, and hydrochloric acid was slowly added dropwise thereto to generate hydrogen sulfide gas. The hydrogen sulfide g...